This data is from the Open Reaction Database (ORD), a public repository of structured organic reaction records. The task is: describe an organic reaction: reactants, conditions, products, and yield The reactants are Cl, [I-], [K+], O=N[O-], Nc1ncccc1[N+](=O)[O-], [Na+], [Na+], [OH-], O. Product: O=[N+]([O-])c1cccnc1I. RXN SMILES: [ClH:19].[I-:16].[K+:15].[N:11]([O-:12])=[O:13].[NH2:1][c:2]1[n:3][cH:4][cH:5][cH:6][c:7]1[N+:8](=[O:9])[O-:10].[Na+:14].[Na+:18].[OH-:17].[OH2:20]>>[c:2]1([I:16])[n:3][cH:4][cH:5][cH:6][c:7]1[N+:8](=[O:9])[O-:10]. The reactants are FC1=C(CO)C(=CC=C1)OC (2-fluoro-6-methoxybenzyl alcohol), resultant solution, S(=O)(Cl)Cl (thionyl chloride). Solvent: C1=CC=CC=C1 (benzene). Reaction conditions: time 1 hour. Yields the product crude product, FC1=C(CCl)C(=CC=C1)OC (2-fluoro-6-methoxybenzyl chloride). Reaction SMILES: [F:1][C:2]1[CH:9]=[CH:8][CH:7]=[C:6]([O:10][CH3:11])[C:3]=1[CH2:4]O.S(Cl)([Cl:14])=O>C1C=CC=CC=1>[F:1][C:2]1[CH:9]=[CH:8][CH:7]=[C:6]([O:10][CH3:11])[C:3]=1[CH2:4][Cl:14]. Procedure details: 0.57 g (3.64 mmol) of 2-fluoro-6-methoxybenzyl alcohol was dissolved in 10 ml of benzene, and the resultant solution was added with 0.56 g (4.73 mmol) of thionyl chloride under a room temperature. The obtained solution was stirred for 1 hour at a room temperature to complete a reaction. The reacted solution was then condensed under reduced pressure to obtain a crude product of 2-fluoro-6-methoxybenzyl chloride. Starting materials: [Na+].OC(S(=O)(=O)[O-])C1=CC=C(C=C1)C(=O)N1CCN(CC1)C(C)C (hydroxy-[4-(4-isopropyl-piperazine-1-carbonyl) -phenyl]-methanesulfonic acid sodium salt), [OH-].[Na+] (NaOH). Solvent: O (H2O). Conditions: temperature 0 celsius, time 1 hour. Product: C(C)(C)N1CCN(CC1)C(=O)C1=CC=C(C=O)C=C1 (4-(4-Isopropyl-piperazine-1-carbonyl)-benzaldehyde). RXN SMILES: [Na+].[OH:2][CH:3]([C:8]1[CH:13]=[CH:12][C:11]([C:14]([N:16]2[CH2:21][CH2:20][N:19]([CH:22]([CH3:24])[CH3:23])[CH2:18][CH2:17]2)=[O:15])=[CH:10][CH:9]=1)S([O-])(=O)=O.[OH-].[Na+]>O>[CH:22]([N:19]1[CH2:20][CH2:21][N:16]([C:14]([C:11]2[CH:10]=[CH:9][C:8]([CH:3]=[O:2])=[CH:13][CH:12]=2)=[O:15])[CH2:17][CH2:18]1)([CH3:24])[CH3:23] |f:0.1,2.3|. Procedure: To a suspension of hydroxy-[4-(4-isopropyl-piperazine-1-carbonyl) -phenyl]-methanesulfonic acid sodium salt (49.0 g, 135 mmol) in de-ionized H2O (490 mL) at 0° C. was added 1 N NaOH (100 mL) in 10 mL portions with vigorous stirring. A clear solution resulted (pH 12), which was stirred at 0° C. for 1 h, then at room temperature for 30 min. The aqueous solution was extracted with EtOAc (3×200 mL), followed by CH2Cl2 (3×200 mL). The organic layers were combined, washed with brine (1×300 mL), dried ... Starting materials: CCCCCc1ccc(-c2ccc(NC(=O)OCCC)cc2)nc1, [K+], [OH-], O, OCCOCCO. Product: CCCCCc1ccc(-c2ccc(N)cc2)nc1. Reaction SMILES: [CH2:1]([CH2:2][CH2:3][CH2:4][CH3:5])[c:6]1[cH:7][cH:8][c:9](-[c:12]2[cH:13][cH:14][c:15]([NH:18][C:19](=[O:20])[O:21][CH2:22][CH2:23][CH3:24])[cH:16][cH:17]2)[n:10][cH:11]1.[K+:26].[OH-:25].[OH2:27].[OH:28][CH2:29][CH2:30][O:31][CH2:32][CH2:33][OH:34]>>[CH2:1]([CH2:2][CH2:3][CH2:4][CH3:5])[c:6]1[cH:7][cH:8][c:9](-[c:12]2[cH:13][cH:14][c:15]([NH2:18])[cH:16][cH:17]2)[n:10][cH:11]1. Starting materials: COC(=O)N1CC(c2c[nH]c3cc(F)ccc23)C2C1CCN2C(=O)C(NC(=O)OC(C)(C)C)C1CCCCC1, ClCCl, O=C(Cl)Cc1ccccc1. The product is CC(C)(C)OC(=O)NC(C(=O)N1CCC2C1C(c1c[nH]c3cc(F)ccc13)CN2C(=O)Cc1ccccc1)C1CCCCC1. RXN SMILES: [CH3:1][O:2][C:3](=[O:4])[N:5]1[CH:6]2[CH:7]([CH:8]([c:10]3[cH:11][nH:12][c:13]4[cH:14][c:15]([F:19])[cH:16][cH:17][c:18]34)[CH2:9]1)[N:20]([C:23]([CH:24]([CH:25]1[CH2:26][CH2:27][CH2:28][CH2:29][CH2:30]1)[NH:31][C:32](=[O:33])[O:34][C:35]([CH3:36])([CH3:37])[CH3:38])=[O:39])[CH2:21][CH2:22]2.[Cl:50][CH2:51][Cl:52].[c:40]1([CH2:46][C:47]([Cl:48])=[O:49])[cH:41][cH:42][cH:43][cH:44][cH:45]1>>[O:2]=[C:3]([N:5]1[CH:6]2[CH:7]([CH:8]([c:10]3[cH:11][nH:12][c:13]4[cH:14][c:15]([F:19])[cH:16][cH:17][c:18]34)[CH2:9]1)[N:20]([C:23]([CH:24]([CH:25]1[CH2:26][CH2:27][CH2:28][CH2:29][CH2:30]1)[NH:31][C:32](=[O:33])[O:34][C:35]([CH3:36])([CH3:37])[CH3:38])=[O:39])[CH2:21][CH2:22]2)[CH2:46][c:40]1[cH:41][cH:42][cH:43][cH:44][cH:45]1. Starting materials: C(C(C)(C)C)(=O)OC=1C(=C2C(=NC=NN2C1)Cl)C (4-chloro-5-methylpyrrolo[2,1-f][1,2,4]triazin-6-yl pivalate), C(C(C)(C)C)(=O)OC=1C(=C2C(=NC=NN2C1)Cl)C (4-chloro-5-methylpyrrolo[2,1-f][1,2,4]triazin-6-yl pivalate), FC1=C(C=CC(=C1)[N+](=O)[O-])O (2-fluoro-4-nitrophenol), C1CN2CCN1CC2 (DABCO). Run in C(C)#N (acetonitrile). Run at temperature 50 celsius. Yields the product C(C(C)(C)C)(=O)OC=1C(=C2C(=NC=NN2C1)OC1=C(C=C(C=C1)[N+](=O)[O-])F)C (4-(2-Fluoro-4-nitrophenoxy)-5-methylpyrrolo[2,1-f][1,2,4]-triazin-6-yl pivalate). RXN SMILES: [C:1]([O:7][C:8]1[C:9]([CH3:18])=[C:10]2[N:15]([CH:16]=1)[N:14]=[CH:13][N:12]=[C:11]2Cl)(=[O:6])[C:2]([CH3:5])([CH3:4])[CH3:3].[F:19][C:20]1[CH:25]=[C:24]([N+:26]([O-:28])=[O:27])[CH:23]=[CH:22][C:21]=1[OH:29].C1N2CCN(CC2)C1>C(#N)C>[C:1]([O:7][C:8]1[C:9]([CH3:18])=[C:10]2[N:15]([CH:16]=1)[N:14]=[CH:13][N:12]=[C:11]2[O:29][C:21]1[CH:22]=[CH:23][C:24]([N+:26]([O-:28])=[O:27])=[CH:25][C:20]=1[F:19])(=[O:6])[C:2]([CH3:5])([CH3:4])[CH3:3]. Procedure: To a homogeneous solution of 4-chloro-5-methylpyrrolo[2,1-f][1,2,4]triazin-6-yl pivalate (1.00 g, 3.74 mmol, Compound D of Example 1) and 2-fluoro-4-nitrophenol (588 mg, 3.74 mmol) in anhydrous acetonitrile (25 mL), at room temperature under a nitrogen atmosphere, was added DABCO (462 mg, 4.12 mmol). The mixture was then heated at 50° C. for 3 h. The mixture was cooled to room temperature then partitioned between chloroform and saturated aqueous ammonium chloride. The aqueous layer was extracted...